From a dataset of the Open Reaction Database (ORD), a public repository of structured organic reaction records. describe an organic reaction: reactants, conditions, products, and yield Starting materials: CN1C=C(C2=CC=CC=C12)C(C)=O (1-(1-methyl-1H-indol-3-yl)-1-ethanone), C=O (paraformaldehyde), Cl.CNC (dimethylamine hydrochloride). The solvent is C(C)O (ethanol), O (water). Product: CN(CCC(=O)C1=CN(C2=CC=CC=C12)C)C (3-(Dimethylamino)-1-(1-methyl-1H-indol-3-yl)-1-propanone). Yield: 93.6%. Reaction SMILES: [CH3:1][N:2]1[C:10]2[C:5](=[CH:6][CH:7]=[CH:8][CH:9]=2)[C:4]([C:11](=[O:13])[CH3:12])=[CH:3]1.[CH2:14]=O.Cl.[CH3:17][NH:18][CH3:19]>C(O)C.O>[CH3:17][N:18]([CH3:14])[CH2:19][CH2:12][C:11]([C:4]1[C:5]2[C:10](=[CH:9][CH:8]=[CH:7][CH:6]=2)[N:2]([CH3:1])[CH:3]=1)=[O:13] |f:2.3|. Procedure: A mixture of 1-(1-methyl-1H-indol-3-yl)-1-ethanone (46.16 g), paraformaldehyde (12.0 g) and dimethylamine hydrochloride (21.65 g) in ethanol (970 ml) was stirred and heated at reflux for 24 h. The mixture was diluted with water (3.5 l) and filtered. The filtrate was basified with 0.88 ammonia solution and extracted with ethyl acetate (3×665 ml). The combined organic extracts were washed with water, dried and evaporated to give title compound (57.24 g) as an oil, λmax (EtOH) 245.5 nm (ε15,820), λ... The reactants are FC(C1=C(OC2C(CC2)=O)C=CC=C1)(F)F (2-[2-(trifluoromethyl)phenoxy]cyclobutanone), [BH4-].[Na+] (Sodium borohydride). The solvent is CO (methanol). Reaction conditions: temperature -78 celsius, time 30 minute. Yields the product FC(C1=C(O[C@@H]2[C@@H](CC2)O)C=CC=C1)(F)F (cis-2-[2-(trifluoromethyl)phenoxy]cyclobutanol). Reaction SMILES: [F:1][C:2]([F:16])([F:15])[C:3]1[CH:14]=[CH:13][CH:12]=[CH:11][C:4]=1[O:5][CH:6]1[CH2:9][CH2:8][C:7]1=[O:10].[BH4-].[Na+]>CO>[F:1][C:2]([F:15])([F:16])[C:3]1[CH:14]=[CH:13][CH:12]=[CH:11][C:4]=1[O:5][C@H:6]1[CH2:9][CH2:8][C@H:7]1[OH:10] |f:1.2|. Reported procedure: Compound C4 (3.00 g, 13.0 mmol) was dissolved in methanol (100 mL) and cooled to −78° C. Sodium borohydride (1.48 g, 39.1 mmol) was added portion-wise over 10 minutes, and the mixture was stirred at −78° C. for an additional 30 minutes before being allowed to warm to room temperature and stir for 1 hour. The reaction was quenched with saturated aqueous sodium bicarbonate solution (100 mL) and extracted with dichloromethane (2×150 mL). The organic layers were combined, washed with saturated aqueo... Starting materials: N1C(NC=C1)=O (1,3-dihydro-2H-imidazol-2-one), O (water), C(CCC)(=O)Cl (butyryl chloride), [Cl-].[Al+3].[Cl-].[Cl-] (aluminum chloride). Run in ClCCl (dichloromethane). Conditions: time 2 hour. Product: O=C(CCC)C=1NC(NC1)=O (1,3-Dihydro-4-(1-oxobutyl)-2H-imidazol-2-one). As a reaction SMILES: [NH:1]1[CH:5]=[CH:4][NH:3][C:2]1=[O:6].[C:7](Cl)(=[O:11])[CH2:8][CH2:9][CH3:10].[Cl-].[Al+3].[Cl-].[Cl-].O>ClCCl>[O:11]=[C:7]([C:5]1[NH:1][C:2](=[O:6])[NH:3][CH:4]=1)[CH2:8][CH2:9][CH3:10] |f:2.3.4.5|. Procedure: In 10 ml of dichloromethane is placed 1.0 g of 1,3-dihydro-2H-imidazol-2-one, 1.28 g of butyryl chloride and 4.8 g of aluminum chloride. The mixture is refluxed and stirred for 2 hours after which it is poured into water. The precipitate is collected, washed with water, and recrystallized from ethanol:water, to give the title compound, m.p. 268°-270° C. The reactants are C(C)(C)NC1=CN=CC(=N1)C1=CN(C2=CC=C(C=C12)C1=NOC(=N1)N)S(=O)(=O)C1=CC=C(C)C=C1 (3-(3-(6-(isopropylamino)pyrazin-2-yl)-1-tosyl-1H-indol-5-yl)-1,2,4-oxadiazol-5-amine), [OH-].[Na+] (NaOH), ice. Run in O1CCOCC1 (1,4-dioxane). Run at temperature 100 celsius. Yields the product C(C)(C)NC1=CN=CC(=N1)C1=CNC2=CC=C(C=C12)C1=NOC(=N1)N (3-(3-(6-(isopropylamino)pyrazin-2-yl)-1H-indol-5-yl)-1,2,4-oxadiazol-5-amine). The yield is 29.1%. Reaction SMILES: [CH:1]([NH:4][C:5]1[N:10]=[C:9]([C:11]2[C:19]3[C:14](=[CH:15][CH:16]=[C:17]([C:20]4[N:24]=[C:23]([NH2:25])[O:22][N:21]=4)[CH:18]=3)[N:13](S(C3C=CC(C)=CC=3)(=O)=O)[CH:12]=2)[CH:8]=[N:7][CH:6]=1)([CH3:3])[CH3:2].[OH-].[Na+]>O1CCOCC1>[CH:1]([NH:4][C:5]1[N:10]=[C:9]([C:11]2[C:19]3[C:14](=[CH:15][CH:16]=[C:17]([C:20]4[N:24]=[C:23]([NH2:25])[O:22][N:21]=4)[CH:18]=3)[NH:13][CH:12]=2)[CH:8]=[N:7][CH:6]=1)([CH3:3])[CH3:2] |f:1.2|. Procedure: To a solution of 3-(3-(6-(isopropylamino)pyrazin-2-yl)-1-tosyl-1H-indol-5-yl)-1,2,4-oxadiazol-5-amine (200 mg, 0.41 mmol) in 1,4-dioxane (2.0 mL) was added 10% aq NaOH (1.0 mL) and the reaction was heated at 100° C. for 2 h. The mixture was cooled to RT and treated with ice cold H2O (2.0 mL). The precipitate was collected through filtration and the crude product was purified with preparative HPLC (eluent: 10-60% AcCN in H2O with 0.01% TFA) to give 3-(3-(6-(isopropylamino)pyrazin-2-yl)-1H-indol-5... Starting materials: [Br-] (bromide), BrC=1C=CC(=C(C1)C1OCCO1)C (2-(5-Bromo-2-methyl-phenyl)-[1,3]-dioxolane), CC(C)C1=CC(=C(C(=C1)C(C)C)C2=C(C=CC=C2)P(C3CCCCC3)C4CCCCC4)C(C)C (XPhos), Cl.ClC1=C(C=C(C=C1)[C@@H](C(F)(F)F)N)C ((S)-1-(4-Chloro-3-methyl-phenyl)-2,2,2-trifluoro-ethylamine hydrochloride), C(=O)([O-])[O-].[Cs+].[Cs+] (Cs2CO3). The reagents and catalysts are CC(=O)[O-].CC(=O)[O-].[Pd+2] (Pd(OAc)2). Run in C1(=CC=CC=C1)C (toluene), C(C)(C)(C)O (tert-butanol), CCOC(=O)C (EtOAc), CCOC(=O)C (EtOAc). Conditions: temperature 100 celsius, time 4 hour. The product is ClC1=C(C=C(C=C1)[C@@H](C(F)(F)F)NC1=CC(=C(C=C1)C)C1OCCO1)C ([(S)-1-(4-Chloro-3-methyl-phenyl)-2,2,2-trifluoro-ethyl]-(3-[1,3]dioxolan-2-yl-4-methyl-phenyl)-amine). Reaction SMILES: Cl.[Cl:2][C:3]1[CH:8]=[CH:7][C:6]([C@H:9]([NH2:14])[C:10]([F:13])([F:12])[F:11])=[CH:5][C:4]=1[CH3:15].[Br-].Br[C:18]1[CH:19]=[CH:20][C:21]([CH3:29])=[C:22]([CH:24]2[O:28][CH2:27][CH2:26][O:25]2)[CH:23]=1.CC(C1C=C(C(C)C)C(C2C=CC=CC=2P(C2CCCCC2)C2CCCCC2)=C(C(C)C)C=1)C.C([O-])([O-])=O.[Cs+].[Cs+]>CCOC(C)=O.C1(C)C=CC=CC=1.C(O)(C)(C)C.CC([O-])=O.CC([O-])=O.[Pd+2]>[Cl:2][C:3]1[CH:8]=[CH:7][C:6]([C@H:9]([NH:14][C:18]2[CH:19]=[CH:20][C:21]([CH3:29])=[C:22]([CH:24]3[O:25][CH2:26][CH2:27][O:28]3)[CH:23]=2)[C:10]([F:12])([F:13])[F:11])=[CH:5][C:4]=1[CH3:15] |f:0.1,5.6.7,11.12.13|. Procedure details: (S)-1-(4-Chloro-3-methyl-phenyl)-2,2,2-trifluoro-ethylamine hydrochloride (5.00 g, 19.22 mmol) was taken up in EtOAc and washed with saturated aqueous NaHCO3, water (3×) and brine (2×). The organic layer was dried over MgSO4, filtered and concentrated. To a solution of the residue and bromide INT 31 (6.08 g, 24.99 mmol) in toluene (83 mL) and tert-butanol (33 mL) was added XPhos (1.83 g, 3.84 mmol) followed by Cs2CO3 (18.79 g, 57.67 mmol). The mixture was degassed for 10 minutes and Pd(OAc)2 (0....